This data is from the Open Reaction Database (ORD), a public repository of structured organic reaction records. The task is: describe an organic reaction: reactants, conditions, products, and yield Starting materials: ClC=1C=C(C(=O)OO)C=CC1 (m-chloroperoxybenzoic acid), N1(CCC=CC1)C(=O)OCC1=CC=CC=C1 (benzyl 3,6-dihydropyridine-1(2H)-carboxylate), CCCCCC (hexane), C(C)(=O)OCC (ethyl acetate). Solvent: ClCCl (dichloromethane), ClCCl (dichloromethane). Yields the product C12CN(CCC2O1)C(=O)OCC1=CC=CC=C1 (benzyl 7-oxa-3-azabicyclo[4.1.0]heptane-3-carboxylate). RXN SMILES: [N:1]1([C:7]([O:9][CH2:10][C:11]2[CH:16]=[CH:15][CH:14]=[CH:13][CH:12]=2)=[O:8])[CH2:6][CH:5]=[CH:4][CH2:3][CH2:2]1.ClC1C=C(C=CC=1)C(OO)=[O:22].CCCCCC.C(OCC)(=O)C>ClCCl>[CH:5]12[O:22][CH:4]1[CH2:3][CH2:2][N:1]([C:7]([O:9][CH2:10][C:11]1[CH:12]=[CH:13][CH:14]=[CH:15][CH:16]=1)=[O:8])[CH2:6]2. Procedure: A stirred solution of benzyl 3,6-dihydropyridine-1(2H)-carboxylate (20.0 g, 92.0 mmol) in dichloromethane (280 ml) was cooled to 0° C. A solution of m-chloroperoxybenzoic acid (22.5 g, approx. 130 mmol) in dichloromethane (560 ml) was added drop-wise and the resulting colourless reaction mixture warmed to room temperature. After an additional 4 h at room temperature (reaction complete by tlc using 50:50 hexane:ethyl acetate as eluent.) the reaction mixture was washed with aqueous potassium carbo... RXN SMILES: [C:1]([O:5][C:6]([N:8]1[CH2:13][CH2:12][CH:11]([C:14](=[NH:17])[NH:15]O)[CH2:10][CH2:9]1)=[O:7])([CH3:4])([CH3:3])[CH3:2].C(O)(=O)C.[H][H]>CO>[C:1]([O:5][C:6]([N:8]1[CH2:13][CH2:12][CH:11]([C:14](=[NH:15])[NH2:17])[CH2:10][CH2:9]1)=[O:7])([CH3:4])([CH3:2])[CH3:3]. Yields the product C(C)(C)(C)OC(=O)N1CCC(CC1)C(N)=N (4-carbamimidoyl-piperidine-1-carboxylic acid tert-butyl ester). Procedure details: Dissolve 4-(N-Hydroxycarbamimidoyl)-piperidine-1-carboxylic acid tert-butyl ester (9.7 g 1.00 equiv; 39.9 mmoles) in methanol (300 mL) and add acetic acid (2 equiv, 79.73 mmoles; 4.6 mL), and methanol washed Raney Nickel (2.7 g). Heat the reaction to 50° C., then hydrogenate with 1 ATM hydrogen gas for 4.5 hours. Filter the reaction mixture through Celite and concentrate under reduced pressure. Suspend the solid in diethyl ether, filter and dry under reduced pressure to give 10.39 g of 4-carbami... The reactants are C(C)(=O)O (acetic acid), C(C)(C)(C)OC(=O)N1CCC(CC1)C(NO)=N (4-(N-Hydroxycarbamimidoyl)-piperidine-1-carboxylic acid tert-butyl ester), [H][H] (hydrogen). The solvent is CO (methanol), CO (methanol). The yield is 114.6%. Yields the product BrC1=C(C2=C(C=NN(C2=O)COCC[Si](C)(C)C)N1COCC[Si](C)(C)C)C=O (2-Bromo-3-formyl-1,5-bis(2-trimethylsilylethoxymethyl)-1,5-dihydropyrrolo[2,3-d]pyridazin-4-one). The reactants are BrC1=C(C2=C(C=NN(C2=O)COCC[Si](C)(C)C)N1COCC[Si](C)(C)C)CBr (2-bromo-3-bromomethyl-1,5-bis(2-trimethylsilylethoxymethyl)-1,5-dihydropyrrolo[2,3-d]pyridazin-4-one), BrC1=C(C2=C(C=NNC2=O)N1COCC[Si](C)(C)C)CBr (2-bromo-3-bromomethyl-1-(2-trimethylsilylethoxymethyl)-1,5-dihydropyrrolo[2,3-d]pyridazin-4-one). Isolated yield 67.0%. RXN SMILES: [Br:1][C:2]1[N:19]([CH2:20][O:21][CH2:22][CH2:23][Si:24]([CH3:27])([CH3:26])[CH3:25])[C:5]2[CH:6]=[N:7][N:8]([CH2:11][O:12][CH2:13][CH2:14][Si:15]([CH3:18])([CH3:17])[CH3:16])[C:9](=[O:10])[C:4]=2[C:3]=1[CH2:28]Br.BrC1N(COCC[Si](C)(C)C)C2C=NNC(=[O:39])C=2C=1CBr>>[Br:1][C:2]1[N:19]([CH2:20][O:21][CH2:22][CH2:23][Si:24]([CH3:27])([CH3:25])[CH3:26])[C:5]2[CH:6]=[N:7][N:8]([CH2:11][O:12][CH2:13][CH2:14][Si:15]([CH3:18])([CH3:16])[CH3:17])[C:9](=[O:10])[C:4]=2[C:3]=1[CH:28]=[O:39]. Reported procedure: Reaction and post treatment were carried out in the same manner as in Reference example 24-(g) except for using 5.70 g (10.0 mmol) of 2-bromo-3-bromomethyl-1,5-bis(2-trimethylsilylethoxymethyl)-1,5-dihydropyrrolo[2,3-d]pyridazin-4-one obtained in Reference example 25-(a) in place of 2-bromo-3-bromomethyl-1-(2-trimethylsilylethoxymethyl)-1,5-dihydropyrrolo[2,3-d]pyridazin-4-one, whereby 3.38 g of the title compound was obtained as a white solid. (Yield: 67%)